From a dataset of the Open Reaction Database (ORD), a public repository of structured organic reaction records. describe an organic reaction: reactants, conditions, products, and yield The reactants are [BH4-], O=C1CCC2(CC1)Cc1ccccc1C2, CCO, [Na+]. Product: OC1CCC2(CC1)Cc1ccccc1C2. Reaction SMILES: [BH4-:16].[CH2:1]1[c:2]2[cH:3][cH:4][cH:5][cH:6][c:7]2[CH2:8][C:9]12[CH2:10][CH2:11][C:12](=[O:15])[CH2:13][CH2:14]2.[CH3:18][CH2:19][OH:20].[Na+:17]>>[CH2:1]1[c:2]2[cH:3][cH:4][cH:5][cH:6][c:7]2[CH2:8][C:9]12[CH2:10][CH2:11][CH:12]([OH:15])[CH2:13][CH2:14]2.